From a dataset of the Open Reaction Database (ORD), a public repository of structured organic reaction records. describe an organic reaction: reactants, conditions, products, and yield Reactants: BrC(C=O)C1=C(C=CC=C1Cl)Cl (α-bromo-2,6-dichlorophenyl-acetaldehyde), COC1=CC=C(C=C1)C1NC(NC(=C1C(C)=O)C)=S ((RS)-1-[4-(4-methoxyphenyl)-6-methyl-2-thioxo-1,2,3,4-tetrahydro-pyrimidin-5-yl]ethanone). Solvent: O1CCCC1 (tetra- hydrofuran). Reaction conditions: time 65 hour. Product: ClC1=C(C(=CC=C1)Cl)C1=CN2C(=NC(=C(C2C2=CC=C(C=C2)OC)C(C)=O)C)S1 ((RS)-1-[2-(2,6-dichlorophenyl)-5-(4-methoxyphenyl)-7-methyl-5H-thiazolo[3,2-a]pyrimidin-6-yl]ethanone). The yield is 67.9%. RXN SMILES: Br[CH:2]([C:5]1[C:10]([Cl:11])=[CH:9][CH:8]=[CH:7][C:6]=1[Cl:12])[CH:3]=O.[CH3:13][O:14][C:15]1[CH:20]=[CH:19][C:18]([CH:21]2[C:26]([C:27](=[O:29])[CH3:28])=[C:25]([CH3:30])[NH:24][C:23](=[S:31])[NH:22]2)=[CH:17][CH:16]=1>O1CCCC1>[Cl:12][C:6]1[CH:7]=[CH:8][CH:9]=[C:10]([Cl:11])[C:5]=1[C:2]1[S:31][C:23]2=[N:24][C:25]([CH3:30])=[C:26]([C:27](=[O:29])[CH3:28])[CH:21]([C:18]3[CH:17]=[CH:16][C:15]([O:14][CH3:13])=[CH:20][CH:19]=3)[N:22]2[CH:3]=1. Reported procedure: A mixture of 1.9 g (7.09 mmol) of α-bromo-2,6-dichlorophenyl-acetaldehyde and 1.78 g (6.45 mmol) of (RS)-1-[4-(4-methoxyphenyl)-6-methyl-2-thioxo-1,2,3,4-tetrahydro-pyrimidin-5-yl]ethanone in 50 ml of tetra- hydrofuran was stirred at RT for 65 h. Subsequently, the mixture was cooled to 0° C. and the precipitated solid was filtered off, dissolved in 75 ml of conc. acetic acid and heated at reflux while stirring for 8 h. The reaction mixture was concentrated and the residue was purified by column ...